The task is: describe an organic reaction: reactants, conditions, products, and yield. This data is from the Open Reaction Database (ORD), a public repository of structured organic reaction records. The reactants are Cl (Hydrochloric acid), N1=CC(=CC2=CC=CC=C12)NC([C@H]1N(C[C@@H](C1)NC([C@@H](CCC1=CC=CC=C1)O)=O)C(=O)C1N(CCN(C1)C(C)=N)C(=O)OC(C)(C)C)=O ((1-tert-Butoxycarbonyl-4-Acetimidoylpiperazin-2-ylcarbonyl)-trans-4-((R)-2-Hydroxy-4-Phenylbutyrylamino)-L-Proline 3-Quinolylamide), CO (methanol). Run in O1CCOCC1 (1,4-dioxane). Run at temperature 0 celsius, time 10 minute. Product: Cl.Cl.Cl.N1=CC(=CC2=CC=CC=C12)NC([C@H]1N(C[C@@H](C1)NC([C@@H](CCC1=CC=CC=C1)O)=O)C(=O)C1NCCN(C1)C(C)=N)=O ((4-Acetimidoylpiperazin-2-ylcarbonyl)-trans-4-((R)-2-Hydroxy-4-Phenylbutyryl-amino)-L-Proline 3-Quinolylamide Trihydrochloride). Reaction SMILES: [ClH:1].[N:2]1[C:11]2[C:6](=[CH:7][CH:8]=[CH:9][CH:10]=2)[CH:5]=[C:4]([NH:12][C:13](=[O:50])[C@@H:14]2[CH2:18][C@@H:17]([NH:19][C:20](=[O:31])[C@H:21]([OH:30])[CH2:22][CH2:23][C:24]3[CH:29]=[CH:28][CH:27]=[CH:26][CH:25]=3)[CH2:16][N:15]2[C:32]([CH:34]2[CH2:39][N:38]([C:40](=[NH:42])[CH3:41])[CH2:37][CH2:36][N:35]2C(OC(C)(C)C)=O)=[O:33])[CH:3]=1.CO>O1CCOCC1>[ClH:1].[ClH:1].[ClH:1].[N:2]1[C:11]2[C:6](=[CH:7][CH:8]=[CH:9][CH:10]=2)[CH:5]=[C:4]([NH:12][C:13](=[O:50])[C@@H:14]2[CH2:18][C@@H:17]([NH:19][C:20](=[O:31])[C@H:21]([OH:30])[CH2:22][CH2:23][C:24]3[CH:29]=[CH:28][CH:27]=[CH:26][CH:25]=3)[CH2:16][N:15]2[C:32]([CH:34]2[CH2:39][N:38]([C:40](=[NH:42])[CH3:41])[CH2:37][CH2:36][NH:35]2)=[O:33])[CH:3]=1 |f:4.5.6.7|. Reported procedure: 4 N Hydrochloric acid in 1,4-dioxane (10 mL) was added to crude (1-tert-butoxycarbonyl-4-acetimidoylpiperazin-2-ylcarbonyl)-trans-4-((R)-2-hydroxy-4-phenylbutyrylamino)-L-proline 3-quinolylamide (D) at 0° C. After stirring at 0° C. for 10 min and at room temperature for 10 min, methanol (2 mL) was added until insoluble materials were disappeared. After stirring for 1 hr, the solvents were removed in vacuo. The residue was purified by HPLC (Shiseido, Capcell Pak C18 UG120, 3 cm×25 cm, 0.02 N hydr... The product is [N+](=O)([O-])C=1C=C(OCCN2C=NC=C2)C=CC1 (1-[2-(3-Nitrophenoxy)ethyl]-1H-imidazole). Reaction conditions: time 8 hour. The reactants are N1C=NC=C1 (imidazole), monohydrate, [H-].[Na+] (sodium hydride), ClCCOC1=CC(=CC=C1)[N+](=O)[O-] (1-(2-chloroethoxy)-3-nitrobenzene). Run in CN(C=O)C (N,N-dimethylformamide). Reaction SMILES: [NH:1]1[CH:5]=[CH:4][N:3]=[CH:2]1.[H-].[Na+].Cl[CH2:9][CH2:10][O:11][C:12]1[CH:17]=[CH:16][CH:15]=[C:14]([N+:18]([O-:20])=[O:19])[CH:13]=1>CN(C)C=O>[N+:18]([C:14]1[CH:13]=[C:12]([CH:17]=[CH:16][CH:15]=1)[O:11][CH2:10][CH2:9][N:1]1[CH:5]=[CH:4][N:3]=[CH:2]1)([O-:20])=[O:19] |f:1.2|. Procedure details: After dissolving 3.74 g. of imidazole in 60 ml. of dry N,N-dimethylformamide, 1.78 g. of 50% sodium hydride in oil was added. When the effervescence had stopped (circa 1 hr.), 7.35 g. of 1-(2-chloroethoxy)-3-nitrobenzene was added. After stirring overnight, the reaction was concentrated under vacuum. Water was added to the residue and the product was extracted into chloroform. The product was extracted out of the chloroform layer with dilute hydrochloric acid. Next, the aqueous acid layer was ne...